This data is from the Open Reaction Database (ORD), a public repository of structured organic reaction records. The task is: describe an organic reaction: reactants, conditions, products, and yield Reactants: Rh(III), C1=CC=CC=2C3=CC=CC=C3C(C(C12)=O)=O (9,10-phenanthrenequinone). Solvent: CC#N.O (MeCN water), [OH-].[Na+] (NaOH). Product: DNA, C1=CC=CC2=C3C(C(C4=CC=CC=C4C3=CC=C12)=O)=O (5,6-chrysenequinone). As a reaction SMILES: [CH:1]1[C:14]2[C:13](=[O:15])[C:12](=[O:16])[C:11]3[C:6](=[CH:7][CH:8]=[CH:9][CH:10]=3)[C:5]=2[CH:4]=[CH:3][CH:2]=1>CC#N.O.[OH-].[Na+]>[CH:14]1[C:2]2[C:1](=[C:14]3[C:5](=[CH:4][CH:3]=2)[C:6]2[C:11](=[CH:10][CH:9]=[CH:8][CH:7]=2)[C:12](=[O:16])[C:13]3=[O:15])[CH:3]=[CH:2][CH:1]=1 |f:1.2,3.4|. Reported procedure: In a typical preparation, 50 mg of Rh(III) starting material was dissolved in 32 mL of MeCN/water, 3:1,0.1 M in NaOH. To this mixture was added 1 equiv or more of, for example, 9,10-phenanthrenequinone to produce non-hindered control DNA photocleaving compounds, or 5,6-chrysenequinone (chrysi) or benzophenanzinediimine (phzi) to produce hindered intercalating compounds. During constant stirring, the reaction was allowed to progress for approximately 18 h at room temperature. After neutralization... Reactants: CCN(CC)C1CCNC1, CS(C)=O, CO, COc1cc(CCc2cc(NC(=O)c3cnc(Cl)cn3)[nH]n2)cc(OC)c1. Yields the product CCN(CC)C1CCN(c2cnc(C(=O)Nc3cc(CCc4cc(OC)cc(OC)c4)n[nH]3)cn2)C1. Reaction SMILES: [CH2:1]([CH3:2])[N:3]([CH:4]1[CH2:5][NH:6][CH2:7][CH2:8]1)[CH2:9][CH3:10].[CH3:38][S:39]([CH3:40])=[O:41].[CH3:42][OH:43].[Cl:11][c:12]1[n:13][cH:14][c:15]([C:18](=[O:19])[NH:20][c:21]2[nH:22][n:23][c:24]([CH2:26][CH2:27][c:28]3[cH:29][c:30]([O:36][CH3:37])[cH:31][c:32]([O:34][CH3:35])[cH:33]3)[cH:25]2)[n:16][cH:17]1>>[CH2:1]([CH3:2])[N:3]([CH:4]1[CH2:5][N:6]([c:12]2[n:13][cH:14][c:15]([C:18](=[O:19])[NH:20][c:21]3[nH:22][n:23][c:24]([CH2:26][CH2:27][c:28]4[cH:29][c:30]([O:36][CH3:37])[cH:31][c:32]([O:34][CH3:35])[cH:33]4)[cH:25]3)[n:16][cH:17]2)[CH2:7][CH2:8]1)[CH2:9][CH3:10]. The reactants are Cc1ccc(F)cc1N1CC(C)(C)N(C(=O)OC(C)(C)C)CC1=O, ClCCl, O=C(O)C(F)(F)F. The product is Cc1ccc(F)cc1N1CC(C)(C)NCC1=O. Reaction SMILES: [C:8]([O:9][C:10](=[O:11])[N:15]1[C:16]([CH3:30])([CH3:31])[CH2:17][N:18]([c:22]2[c:23]([CH3:29])[cH:24][cH:25][c:26]([F:28])[cH:27]2)[C:19](=[O:21])[CH2:20]1)([CH3:12])([CH3:13])[CH3:14].[CH2:32]([Cl:33])[Cl:34].[OH:1][C:2]([C:3]([F:4])([F:5])[F:6])=[O:7]>>[NH:15]1[C:16]([CH3:30])([CH3:31])[CH2:17][N:18]([c:22]2[c:23]([CH3:29])[cH:24][cH:25][c:26]([F:28])[cH:27]2)[C:19](=[O:21])[CH2:20]1. Reactants: ClC1=CC=C(C(C2=CC=C(C=C2)Cl)Cl)C=C1 (4,4′-dichlorobenzhydryl chloride), CNCCO (2-(methylamino)ethanol), C([O-])([O-])=O.[K+].[K+] (potassium carbonate). Run in C(C)#N (acetonitrile). Product: ClC1=CC=C(C=C1)C(N(C)CCO)C1=CC=C(C=C1)Cl (2-[N-[Bis-(4-chlorophenyl)methyl]N-methylamino]ethanol). Yield: 72.4%. RXN SMILES: [Cl:1][C:2]1[CH:16]=[CH:15][C:5]([CH:6](Cl)[C:7]2[CH:12]=[CH:11][C:10]([Cl:13])=[CH:9][CH:8]=2)=[CH:4][CH:3]=1.[CH3:17][NH:18][CH2:19][CH2:20][OH:21].C(=O)([O-])[O-].[K+].[K+]>C(#N)C>[Cl:1][C:2]1[CH:16]=[CH:15][C:5]([CH:6]([C:7]2[CH:12]=[CH:11][C:10]([Cl:13])=[CH:9][CH:8]=2)[N:18]([CH2:19][CH2:20][OH:21])[CH3:17])=[CH:4][CH:3]=1 |f:2.3.4|. Reported procedure: A solution of 4,4′-dichlorobenzhydryl chloride (5.20 g, 19.1 mmol) and 2-(methylamino)ethanol (9.0 g, 0.106 mol) in acetonitrile (100 ml) was treated with powdered anhydrous potassium carbonate (10 g) and the resulting mixture was heated under reflux for 4 h. The cooled mixture was filtered and the filtrate was concentrated in vacuo. The residual oil was diluted with ethyl acetate, washed with water and brine and then dried over anhydrous magnesium sulfate. Evaporation of the solvent in vacuo fo... The reactants are Clc1ccccc1-c1cc(Cl)n2ncc(Br)c2n1, CC(C)(C)OC(=O)N1CCC(CN)CC1, C1COCCO1, CCN(C(C)C)C(C)C. The product is CC(C)(C)OC(=O)N1CCC(CNc2cc(-c3ccccc3Cl)nc3c(Br)cnn23)CC1. RXN SMILES: [Br:1][c:2]1[cH:3][n:4][n:5]2[c:6]1[n:7][c:8](-[c:12]1[c:13]([Cl:18])[cH:14][cH:15][cH:16][cH:17]1)[cH:9][c:10]2[Cl:11].[C:19]([CH3:20])([CH3:21])([CH3:22])[O:23][C:24](=[O:25])[N:26]1[CH2:27][CH2:28][CH:29]([CH2:32][NH2:33])[CH2:30][CH2:31]1.[CH2:43]1[O:44][CH2:45][CH2:46][O:47][CH2:48]1.[CH:34]([N:35]([CH:36]([CH3:37])[CH3:38])[CH2:39][CH3:40])([CH3:41])[CH3:42]>>[Br:1][c:2]1[cH:3][n:4][n:5]2[c:6]1[n:7][c:8](-[c:12]1[c:13]([Cl:18])[cH:14][cH:15][cH:16][cH:17]1)[cH:9][c:10]2[NH:33][CH2:32][CH:29]1[CH2:28][CH2:27][N:26]([C:24]([O:23][C:19]([CH3:20])([CH3:21])[CH3:22])=[O:25])[CH2:31][CH2:30]1.